From a dataset of the Open Reaction Database (ORD), a public repository of structured organic reaction records. describe an organic reaction: reactants, conditions, products, and yield Starting materials: O=C(O)C1CCC1, Cl, NC1CCC(CCN2CCC(c3cccc4c3OCO4)CC2)CC1. Product: O=C(NC1CCC(CCN2CCC(c3cccc4c3OCO4)CC2)CC1)C1CCC1. As a reaction SMILES: [CH:26]1([C:30](=[O:31])[OH:32])[CH2:27][CH2:28][CH2:29]1.[ClH:1].[O:2]1[CH2:3][O:4][c:5]2[c:6]1[cH:7][cH:8][cH:9][c:10]2[CH:11]1[CH2:12][CH2:13][N:14]([CH2:17][CH2:18][CH:19]2[CH2:20][CH2:21][CH:22]([NH2:25])[CH2:23][CH2:24]2)[CH2:15][CH2:16]1>>[O:2]1[CH2:3][O:4][c:5]2[c:6]1[cH:7][cH:8][cH:9][c:10]2[CH:11]1[CH2:12][CH2:13][N:14]([CH2:17][CH2:18][CH:19]2[CH2:20][CH2:21][CH:22]([NH:25][C:30]([CH:26]3[CH2:27][CH2:28][CH2:29]3)=[O:31])[CH2:23][CH2:24]2)[CH2:15][CH2:16]1.